This data is from the Open Reaction Database (ORD), a public repository of structured organic reaction records. The task is: describe an organic reaction: reactants, conditions, products, and yield Procedure details: A solution of N1-(3,5-Dimethyl-pyridin-2-ylmethyl)-N1-{3-isopropyl-pyridin-2-ylmethyl}-butane-1,4-diamine (110 mg, 0.328 mmol) and sulfamide (94 mg, 0.98 mmol) in 1,4-dioxane (6 mL) was refluxed for 25 hours then cooled to room temperature and concentrated. Purification of the crude material by radial chromatography on silica gel (1 mm plate, 50:1:1 CH2Cl2-MeOH—NH4OH) provided 51 mg (35%) of COMPOUND 152 as a white foam. 1H NMR (CDCl3) δ 1.03 (d, 6H, J=6.6 Hz), 1.42-1.50 (m, 2H), 1.59-1.66 (m, 2... Reactants: CC=1C(=NC=C(C1)C)CN(CCCCN)CC1=NC=CC=C1C(C)C (N1-(3,5-Dimethyl-pyridin-2-ylmethyl)-N1-{3-isopropyl-pyridin-2-ylmethyl}-butane-1,4-diamine), S(=O)(=O)(N)N (sulfamide). The solvent is O1CCOCC1 (1,4-dioxane). Yields the product CC=1C(=NC=C(C1)C)CN(CCCCNS(=O)(=O)N)CC1=NC=CC=C1C(C)C ({4-[(3,5-Dimethyl-pyridin-2-ylmethyl)-(3-isopropyl-pyridin-2-ylmethyl)-amino]-butyl}-sulfamide). RXN SMILES: [CH3:1][C:2]1[C:3]([CH2:9][N:10]([CH2:16][C:17]2[C:22]([CH:23]([CH3:25])[CH3:24])=[CH:21][CH:20]=[CH:19][N:18]=2)[CH2:11][CH2:12][CH2:13][CH2:14][NH2:15])=[N:4][CH:5]=[C:6]([CH3:8])[CH:7]=1.[S:26](N)([NH2:29])(=[O:28])=[O:27]>O1CCOCC1>[CH3:1][C:2]1[C:3]([CH2:9][N:10]([CH2:16][C:17]2[C:22]([CH:23]([CH3:25])[CH3:24])=[CH:21][CH:20]=[CH:19][N:18]=2)[CH2:11][CH2:12][CH2:13][CH2:14][NH:15][S:26]([NH2:29])(=[O:28])=[O:27])=[N:4][CH:5]=[C:6]([CH3:8])[CH:7]=1. The yield is 37.1%. Reactants: CO, Cc1cc(C(=O)OC(C)C)ncc1CC(C)C, N. The product is Cc1cc(C(N)=O)ncc1CC(C)C. RXN SMILES: [CH3:19][OH:20].[CH:1]([CH3:3])([O:4][C:5](=[O:2])[c:7]1[n:8][cH:9][c:10]([CH2:14][CH:15]([CH3:16])[CH3:17])[c:11]([CH3:13])[cH:12]1)[CH3:6].[NH3:18]>>[O:4]=[C:5]([c:7]1[n:8][cH:9][c:10]([CH2:14][CH:15]([CH3:16])[CH3:17])[c:11]([CH3:13])[cH:12]1)[NH2:18].